describe an organic reaction: reactants, conditions, products, and yield From a dataset of the Open Reaction Database (ORD), a public repository of structured organic reaction records. Starting materials: C(C)(=O)OC[C@@H]1CN(C2=CC(=C(C=C12)N)OCC1=CC=CC=C1)C(=O)OC(C)(C)C ((3S)-3-acetoxymethyl-5-amino-6-benzyloxy-1-t-butoxycarbonylindoline), C(C(=O)C)(=O)OC (methyl pyruvate), C(C)(=O)O (acetic acid), O (water). Reagents/catalysts: C(C)(=O)[O-].[Pd+2].C(C)(=O)[O-] (palladium acetate). The solvent is C1=CC=CC=C1 (benzene), CC(=O)N(C)C (dimethylacetamide). Product: C(C)(=O)OC[C@@H]1CN(C=2C1=C1C=C(NC1=C(C2)OCC2=CC=CC=C2)C(=O)OC)C(=O)OC(C)(C)C (methyl (1S)-1-acetoxymethyl-5-benzyloxy-3-t-butoxycarbonyl-1,2,3,6-tetrahydropyrrolo[3,2-e]indole-7-carboxylate). Yield: 10.1%. As a reaction SMILES: [C:1]([O:4][CH2:5][C@H:6]1[C:14]2[C:9](=[CH:10][C:11]([O:16][CH2:17][C:18]3[CH:23]=[CH:22][CH:21]=[CH:20][CH:19]=3)=[C:12]([NH2:15])[CH:13]=2)[N:8]([C:24]([O:26][C:27]([CH3:30])([CH3:29])[CH3:28])=[O:25])[CH2:7]1)(=[O:3])[CH3:2].[C:31]([O:36][CH3:37])(=[O:35])[C:32]([CH3:34])=O.C(O)(=O)C.O>C1C=CC=CC=1.CC(N(C)C)=O.C([O-])(=O)C.[Pd+2].C([O-])(=O)C>[C:1]([O:4][CH2:5][C@H:6]1[C:14]2=[C:13]3[C:12](=[C:11]([O:16][CH2:17][C:18]4[CH:23]=[CH:22][CH:21]=[CH:20][CH:19]=4)[CH:10]=[C:9]2[N:8]([C:24]([O:26][C:27]([CH3:30])([CH3:29])[CH3:28])=[O:25])[CH2:7]1)[NH:15][C:32]([C:31]([O:36][CH3:37])=[O:35])=[CH:34]3)(=[O:3])[CH3:2] |f:6.7.8|. Procedure: 1.24 g (3.0 mmole) of (3S)-3-acetoxymethyl-5-amino-6-benzyloxy-1-t-butoxycarbonylindoline, 0.46 g (4.5 mmole) of methyl pyruvate, and 0.2 ml of acetic acid were heated to reflux in 30 ml of benzene for 5 hours using a Dean-Stark apparatus (Chem.Pharm.Bull. 24,1273 (1976)). The reaction mixture was washed with 5% sodium bicarbonate aqueous solution, dried over anhydrous sodium sulfate, and filtrated. The obtained filtrate was concentrated to give a residue, to which 1.35 g (6.0 mmole) of palladiu... Starting materials: C(OCCN1CCN(CC1)C)(OC1=CC=C(C=C1)[N+](=O)[O-])=O (2-(4-Methylpiperazin-1-yl)ethyl 4-nitrophenyl carbonate), C(OCCN1CCN(CC1)C)(OC1=CC=C(C=C1)[N+](=O)[O-])=O (2-(4-Methylpiperazin-1-yl)ethyl 4-nitrophenyl carbonate), CCN(C(C)C)C(C)C (DIPEA), C(C1=CC=CC=C1)N1CCNCC1 (4-benzyl-piperazine). Solvent: CN(C)C=O (DMF). Reaction conditions: time 24 hour. Yields the product C(C1=CC=CC=C1)N1CCN(CC1)C(=O)OCCN1CCN(CC1)C (2-(4-methylpiperazin-1-yl)ethyl 4-benzylpiperazine-1-carboxylate). Isolated yield 59.8%. Reaction SMILES: [C:1](=[O:22])(OC1C=CC([N+]([O-])=O)=CC=1)[O:2][CH2:3][CH2:4][N:5]1[CH2:10][CH2:9][N:8]([CH3:11])[CH2:7][CH2:6]1.CCN(C(C)C)C(C)C.[CH2:32]([N:39]1[CH2:44][CH2:43][NH:42][CH2:41][CH2:40]1)[C:33]1[CH:38]=[CH:37][CH:36]=[CH:35][CH:34]=1>CN(C=O)C>[CH2:32]([N:39]1[CH2:44][CH2:43][N:42]([C:1]([O:2][CH2:3][CH2:4][N:5]2[CH2:6][CH2:7][N:8]([CH3:11])[CH2:9][CH2:10]2)=[O:22])[CH2:41][CH2:40]1)[C:33]1[CH:34]=[CH:35][CH:36]=[CH:37][CH:38]=1. Procedure: 2-(4-Methylpiperazin-1-yl)ethyl 4-nitrophenyl carbonate (Intermediate 4; 567 mg, 1.8 mmol) was dissolved in DMF (15 mL). DIPEA (0.52 mL, 3.0 mmol) and 4-benzyl-piperazine (0.296 mL, 1.7 mmol) were added. The reaction mixture was stirred at room temperature for 24 hours and then concentrated in vacuo. The residue was dissolved in EtOAc (40 mL) and washed with 1 M aq Na2CO3 solution (6×50 mL), dried (MgSO4) and concentrated in vacuo. The crude product was purified by reverse phase chromatography (... As a reaction SMILES: [CH3:47][CH2:48][O:49][C:50](=[O:51])[CH3:52].[CH:1]1([S:4](=[O:5])(=[O:6])[c:7]2[cH:8][cH:9][c:10]([CH:13]([CH2:14][CH:15]3[CH2:16][CH2:17][O:18][CH2:19][CH2:20]3)[c:21]3[cH:22][cH:23][c:24](-[c:26]4[s:27][c:28]([CH:31]([CH3:32])[OH:33])[cH:29][n:30]4)[nH:25]3)[cH:11][cH:12]2)[CH2:2][CH2:3]1.[Cl:34][N:35]1[C:36](=[O:37])[CH2:38][CH2:39][C:40]1=[O:41].[O:42]1[CH2:43][CH2:44][CH2:45][CH2:46]1>>[CH:1]1([S:4](=[O:5])(=[O:6])[c:7]2[cH:8][cH:9][c:10]([CH:13]([CH2:14][CH:15]3[CH2:16][CH2:17][O:18][CH2:19][CH2:20]3)[c:21]3[c:22]([Cl:34])[cH:23][c:24](-[c:26]4[s:27][c:28]([CH:31]([CH3:32])[OH:33])[cH:29][n:30]4)[nH:25]3)[cH:11][cH:12]2)[CH2:2][CH2:3]1. Product: CC(O)c1cnc(-c2cc(Cl)c(C(CC3CCOCC3)c3ccc(S(=O)(=O)C4CC4)cc3)[nH]2)s1. Starting materials: CCOC(C)=O, CC(O)c1cnc(-c2ccc(C(CC3CCOCC3)c3ccc(S(=O)(=O)C4CC4)cc3)[nH]2)s1, O=C1CCC(=O)N1Cl, C1CCOC1. Starting materials: [BH4-], CCN(C(C)C)C(C)C, CC(C)COC(=O)Cl, Cl, O=C(O)C=Cc1cc(F)ccc1F, [Li+], C1CCOC1. The product is OCC=Cc1cc(F)ccc1F. Reaction SMILES: [BH4-:31].[CH:14]([N:15]([CH2:16][CH3:17])[CH:18]([CH3:19])[CH3:20])([CH3:21])[CH3:22].[Cl:23][C:24]([O:25][CH2:26][CH:27]([CH3:28])[CH3:29])=[O:30].[ClH:33].[F:1][c:2]1[c:3]([CH:9]=[CH:10][C:11](=[O:12])[OH:13])[cH:4][c:5]([F:8])[cH:6][cH:7]1.[Li+:32].[O:34]1[CH2:35][CH2:36][CH2:37][CH2:38]1>>[F:1][c:2]1[c:3]([CH:9]=[CH:10][CH2:11][OH:12])[cH:4][c:5]([F:8])[cH:6][cH:7]1. As a reaction SMILES: [CH2:30]1[O:31][CH2:32][CH2:33][CH2:34]1.[CH3:24][C:25]([CH3:26])([O-:27])[CH3:28].[CH:1]([CH3:2])([CH3:3])[O:4][C:5](=[O:6])[N:7]1[CH2:8][CH2:9][CH:10]([OH:13])[CH2:11][CH2:12]1.[Cl:14][c:15]1[n:16][cH:17][n:18][c:19]([Cl:23])[c:20]1[O:21][CH3:22].[K+:29]>>[CH:1]([CH3:2])([CH3:3])[O:4][C:5](=[O:6])[N:7]1[CH2:8][CH2:9][CH:10]([O:13][c:19]2[n:18][cH:17][n:16][c:15]([Cl:14])[c:20]2[O:21][CH3:22])[CH2:11][CH2:12]1. The reactants are C1CCOC1, CC(C)(C)[O-], CC(C)OC(=O)N1CCC(O)CC1, COc1c(Cl)ncnc1Cl, [K+]. The product is COc1c(Cl)ncnc1OC1CCN(C(=O)OC(C)C)CC1. Starting materials: CO[C@@H]1O[C@@H]([C@@H]2[C@H]1OC(O2)(C)C)C#CC(CC)=O (1-[(3aR,4R,6R,6aR)-6-methoxy-2,2-dimethyltetrahydrofuro[3,4-d][1,3]dioxol-4-yl]pent-1-yn-3-one), NO (hydroxylamine). The solvent is C(C)O (ethanol). Run at temperature 22 celsius, time 8 hour. Yields the product CO[C@@H]1O[C@@H]([C@@H]2[C@H]1OC(O2)(C)C)C(CC(CC)=O)=NO (1-[(3aR,4R,6R,6aR)-6-methoxy-2,2-dimethyltetrahydrofuro[3,4-d][1,3]dioxol-4-yl]pentane-1,3-dione 1-oxime). Reaction SMILES: [CH3:1][O:2][C@H:3]1[C@@H:7]2[O:8][C:9]([CH3:12])([CH3:11])[O:10][C@@H:6]2[C@@H:5]([C:13]#[C:14][C:15](=[O:18])[CH2:16][CH3:17])[O:4]1.[NH2:19][OH:20]>C(O)C>[CH3:1][O:2][C@H:3]1[C@@H:7]2[O:8][C:9]([CH3:12])([CH3:11])[O:10][C@@H:6]2[C@@H:5]([C:13](=[N:19][OH:20])[CH2:14][C:15](=[O:18])[CH2:16][CH3:17])[O:4]1. Procedure details: A mixture of 1-[(3aR,4R,6R,6aR)-6-methoxy-2,2-dimethyltetrahydrofuro[3,4-d][1,3]dioxol-4-yl]pent-1-yn-3-one (550 mg) and hydroxylamine (50% solution in water) (0.2 ml) in ethanol (10 ml) was stirred overnight at 22° C. The mixture was concentrated in vacuo to afford the title compound as a yellow oil (554 mg). Reactants: ClCCl, O, O=S(Cl)Cl, O=C(CSc1ccccc1)c1ccccc1O, c1c[nH]cn1. Yields the product Oc1ccccc1C(=CSc1ccccc1)c1ncc[nH]1. RXN SMILES: [CH2:6]([Cl:7])[Cl:8].[OH2:30].[S:9]([Cl:10])([Cl:11])=[O:12].[c:13]1([S:19][CH2:20][C:21](=[O:22])[c:23]2[c:24]([OH:29])[cH:25][cH:26][cH:27][cH:28]2)[cH:14][cH:15][cH:16][cH:17][cH:18]1.[nH:1]1[cH:2][n:3][cH:4][cH:5]1>>[nH:1]1[c:2]([C:21](=[CH:20][S:19][c:13]2[cH:14][cH:15][cH:16][cH:17][cH:18]2)[c:23]2[c:24]([OH:29])[cH:25][cH:26][cH:27][cH:28]2)[n:3][cH:4][cH:5]1.